Dataset: the Open Reaction Database (ORD), a public repository of structured organic reaction records. Task: describe an organic reaction: reactants, conditions, products, and yield Reactants: ClC1=C(C(=CC=C1)Cl)N1N=C(NC1=O)C1=CC(=C(C(=O)OC)C=C1)OC (methyl 4-(1-(2,6-dichlorophenyl)-5-oxo-4,5-dihydro-1H-1,2,4-triazol-3-yl)-2-methoxybenzoate), FC(C=1C=C(N)C=CC1)(F)F (3-(trifluoromethyl)aniline), C[Al](C)C (trimethyl aluminum). Solvent: C1(=CC=CC=C1)C (toluene). Product: ClC1=C(C(=CC=C1)Cl)N1N=C(NC1=O)C1=CC(=C(C(=O)NC2=CC(=CC=C2)C(F)(F)F)C=C1)OC (4-(1-(2,6-Dichlorophenyl)-5-oxo-4,5-dihydro-1H-1,2,4-triazol-3-yl)-2-methoxy-N-(3-(trifluoromethyl)phenyl)benzamide). Yield: 56.2%. As a reaction SMILES: [Cl:1][C:2]1[CH:7]=[CH:6][CH:5]=[C:4]([Cl:8])[C:3]=1[N:9]1[C:13](=[O:14])[NH:12][C:11]([C:15]2[CH:24]=[CH:23][C:18]([C:19]([O:21]C)=O)=[C:17]([O:25][CH3:26])[CH:16]=2)=[N:10]1.[F:27][C:28]([F:37])([F:36])[C:29]1[CH:30]=[C:31]([CH:33]=[CH:34][CH:35]=1)[NH2:32].C[Al](C)C>C1(C)C=CC=CC=1>[Cl:8][C:4]1[CH:5]=[CH:6][CH:7]=[C:2]([Cl:1])[C:3]=1[N:9]1[C:13](=[O:14])[NH:12][C:11]([C:15]2[CH:24]=[CH:23][C:18]([C:19]([NH:32][C:31]3[CH:33]=[CH:34][CH:35]=[C:29]([C:28]([F:27])([F:36])[F:37])[CH:30]=3)=[O:21])=[C:17]([O:25][CH3:26])[CH:16]=2)=[N:10]1. Procedure details: To a solution of methyl 4-(1-(2,6-dichlorophenyl)-5-oxo-4,5-dihydro-1H-1,2,4-triazol-3-yl)-2-methoxybenzoate (Intermediate-46, 0.070 g, 0.17 mmol) in dry toluene was added 3-(trifluoromethyl)aniline (0.043 g, 0.17 mmol) followed by addition of trimethyl aluminum (2M solution in toluene) (0.5 mL). The reaction mixture was refluxed for 1 hr under inert atmosphere. The reaction mixture was brought to RT and quenched with water. Few drops of dilute HCl were added and the reaction mixture was extract... The reactants are CC(=O)O, Cl, CC1C(Nc2cnn(C3CCCCO3)c(=O)c2OC(F)F)CC2CC1C2(C)C, C1CCOC1, O. Product: CC1C(Nc2cn[nH]c(=O)c2OC(F)F)CC2CC1C2(C)C. Reaction SMILES: [C:36]([OH:37])(=[O:38])[CH3:39].[ClH:29].[F:1][CH:2]([O:3][c:4]1[c:5](=[O:27])[n:6]([CH:21]2[CH2:22][CH2:23][CH2:24][CH2:25][O:26]2)[n:7][cH:8][c:9]1[NH:10][CH:11]1[CH:12]([CH3:20])[CH:13]2[C:14]([CH3:18])([CH3:19])[CH:15]([CH2:16]1)[CH2:17]2)[F:28].[O:31]1[CH2:32][CH2:33][CH2:34][CH2:35]1.[OH2:30]>>[F:1][CH:2]([O:3][c:4]1[c:5](=[O:27])[nH:6][n:7][cH:8][c:9]1[NH:10][CH:11]1[CH:12]([CH3:20])[CH:13]2[C:14]([CH3:18])([CH3:19])[CH:15]([CH2:16]1)[CH2:17]2)[F:28]. Reaction conditions: temperature 120 celsius. Reactants: O (water), BrC1=NOCC1 (3-bromo-4,5-dihydroisoxazole), N1CCCC1 (pyrollidine), C([O-])([O-])=O.[Na+].[Na+] (sodium carbonate). As a reaction SMILES: Br[C:2]1[CH2:6][CH2:5][O:4][N:3]=1.[NH:7]1[CH2:11][CH2:10][CH2:9][CH2:8]1.C(=O)([O-])[O-].[Na+].[Na+].O>C(O)CCC.C(OC)(C)(C)C>[N:7]1([C:2]2[CH2:6][CH2:5][O:4][N:3]=2)[CH2:11][CH2:10][CH2:9][CH2:8]1 |f:2.3.4|. Procedure: 3-(Pyrrolidin-1-yl)-4,5-dihydroisoxazole III-59 was prepared in 1 step according to the following procedure: 3-bromo-4,5-dihydroisoxazole III-18 (1.0 equiv) was dissolved in n-butanol (0.64 M) followed by the addition of pyrollidine (1.2 equiv) and sodium carbonate (2.5 equiv). The reaction is the sealed and heated in an oil bath to 120° C. for 18 h after which it allowed to cool and then transferred to a separatory funnel with excess water and tert-butylmethyl ether. The aqueous layer was washe... Run in C(C)(C)(C)OC (tert-butylmethyl ether), C(CCC)O (n-butanol). Yields the product N1(CCCC1)C1=NOCC1 (3-(Pyrrolidin-1-yl)-4,5-dihydroisoxazole). The yield is 32.9%. Solvent: C(C)(C)O (isopropanol), CO (methanol). The reactants are Cl (hydrochloric acid), C(#N)C=1C=C2C(C(N(C2=CC1)S(=O)(=O)C1=C(C=C(C=C1)OC)OC)=O)(C=1C(=NC=CC1)OCC)NC(=O)N1CCC(CC1)N1CCN(CC1)C(=O)OC(C)(C)C (tert-butyl 4-[1-({[5-cyano-1-[(2,4-dimethoxyphenyl)sulphonyl]-3-(2-ethoxypyridin-3-yl)-2-oxo-2,3-dihydro-1H-indol-3-yl]amino}carbonyl)piperidin-4-yl]piperazine-1-carboxylate), C(Cl)Cl.CO (CH2Cl2 MeOH). Reported procedure: 55.3 mg (0.07 mmol) of tert-butyl 4-[1-({[5-cyano-1-[(2,4-dimethoxyphenyl)sulphonyl]-3-(2-ethoxypyridin-3-yl)-2-oxo-2,3-dihydro-1H-indol-3-yl]amino}carbonyl)piperidin-4-yl]piperazine-1-carboxylate were initially charged in 4 ml of methanol, and 1.0 ml of 5-6 M hydrochloric acid in isopropanol was added. The mixture was stirred at room temperature. The progress of the reaction was monitored by TLC (silica gel, CH2Cl2/MeOH 9:1). After complete conversion, the alcoholic solvent residues were remove... Reaction SMILES: [C:1]([C:3]1[CH:4]=[C:5]2[C:9](=[CH:10][CH:11]=1)[N:8]([S:12]([C:15]1[CH:20]=[CH:19][C:18]([O:21][CH3:22])=[CH:17][C:16]=1[O:23][CH3:24])(=[O:14])=[O:13])[C:7](=[O:25])[C:6]2([NH:35][C:36]([N:38]1[CH2:43][CH2:42][CH:41]([N:44]2[CH2:49][CH2:48][N:47](C(OC(C)(C)C)=O)[CH2:46][CH2:45]2)[CH2:40][CH2:39]1)=[O:37])[C:26]1[C:27]([O:32][CH2:33][CH3:34])=[N:28][CH:29]=[CH:30][CH:31]=1)#[N:2].Cl.C(Cl)Cl.CO>CO.C(O)(C)C>[C:1]([C:3]1[CH:4]=[C:5]2[C:9](=[CH:10][CH:11]=1)[N:8]([S:12]([C:15]1[CH:20]=[CH:19][C:18]([O:21][CH3:22])=[CH:17][C:16]=1[O:23][CH3:24])(=[O:14])=[O:13])[C:7](=[O:25])[C:6]2([NH:35][C:36]([N:38]1[CH2:39][CH2:40][CH:41]([N:44]2[CH2:45][CH2:46][NH:47][CH2:48][CH2:49]2)[CH2:42][CH2:43]1)=[O:37])[C:26]1[C:27]([O:32][CH2:33][CH3:34])=[N:28][CH:29]=[CH:30][CH:31]=1)#[N:2] |f:2.3|. Product: C(#N)C=1C=C2C(C(N(C2=CC1)S(=O)(=O)C1=C(C=C(C=C1)OC)OC)=O)(C=1C(=NC=CC1)OCC)NC(=O)N1CCC(CC1)N1CCNCC1 (N-[5-cyano-1-[(2,4-dimethoxyphenyl)sulphonyl]-3-(2-ethoxypyridin-3-yl)-2-oxo-2,3-dihydro-1H-indol-3-yl]-4-piperazin-1-ylpiperidine-1-carboxamide).